From a dataset of the Open Reaction Database (ORD), a public repository of structured organic reaction records. describe an organic reaction: reactants, conditions, products, and yield Starting materials: CCO, CCOC(=O)c1cc(Cc2cccc(F)c2)on1, [Na+], [OH-]. The product is O=C(O)c1cc(Cc2cccc(F)c2)on1. RXN SMILES: [CH3:21][CH2:22][OH:23].[F:1][c:2]1[cH:3][c:4]([CH2:5][c:6]2[cH:7][c:8]([C:11](=[O:12])[O:13][CH2:14][CH3:15])[n:9][o:10]2)[cH:16][cH:17][cH:18]1.[Na+:20].[OH-:19]>>[F:1][c:2]1[cH:3][c:4]([CH2:5][c:6]2[cH:7][c:8]([C:11](=[O:12])[OH:13])[n:9][o:10]2)[cH:16][cH:17][cH:18]1. Reactants: BrC1=C(C(=O)O)C=CC(=C1)\C=C\C(C(F)(F)F)C1=CC(=C(C(=C1)Cl)Cl)Cl ((E)-2-bromo-4-(4,4,4-trifluoro-3-(3,4,5-trichlorophenyl)but-1-enyl)benzoic acid), C(CCC)[Sn](C=C)(CCCC)CCCC (tributyl(vinyl)stannane), O (water). The reagents and catalysts are C=1C=CC(=CC1)[P](C=2C=CC=CC2)(C=3C=CC=CC3)[Pd]([P](C=4C=CC=CC4)(C=5C=CC=CC5)C=6C=CC=CC6)([P](C=7C=CC=CC7)(C=8C=CC=CC8)C=9C=CC=CC9)[P](C=1C=CC=CC1)(C=1C=CC=CC1)C=1C=CC=CC1 (Pd(PPh3)4). Run in C1(=CC=CC=C1)C (toluene). Yields the product FC(C(/C=C/C1=CC(=C(C(=O)O)C=C1)C=C)C1=CC(=C(C(=C1)Cl)Cl)Cl)(F)F ((E)-4-(4,4,4-Trifluoro-3-(3,4,5-trichlorophenyl)but-1-enyl)-2-vinylbenzoic acid). Yield: 55.1%. As a reaction SMILES: Br[C:2]1[CH:10]=[C:9](/[CH:11]=[CH:12]/[CH:13]([C:18]2[CH:23]=[C:22]([Cl:24])[C:21]([Cl:25])=[C:20]([Cl:26])[CH:19]=2)[C:14]([F:17])([F:16])[F:15])[CH:8]=[CH:7][C:3]=1[C:4]([OH:6])=[O:5].[CH2:27]([Sn](CCCC)(CCCC)C=C)[CH2:28]CC.O>C1(C)C=CC=CC=1.C1C=CC([P]([Pd]([P](C2C=CC=CC=2)(C2C=CC=CC=2)C2C=CC=CC=2)([P](C2C=CC=CC=2)(C2C=CC=CC=2)C2C=CC=CC=2)[P](C2C=CC=CC=2)(C2C=CC=CC=2)C2C=CC=CC=2)(C2C=CC=CC=2)C2C=CC=CC=2)=CC=1>[F:15][C:14]([F:17])([F:16])[CH:13]([C:18]1[CH:23]=[C:22]([Cl:24])[C:21]([Cl:25])=[C:20]([Cl:26])[CH:19]=1)/[CH:12]=[CH:11]/[C:9]1[CH:8]=[CH:7][C:3]([C:4]([OH:6])=[O:5])=[C:2]([CH:27]=[CH2:28])[CH:10]=1 |^1:53,55,74,93|. Procedure: To a stirred solution of (E)-2-bromo-4-(4,4,4-trifluoro-3-(3,4,5-trichlorophenyl)but-1-enyl)benzoic acid (600 mg, 1.23 mmol) in dry toluene (10 mL) was added tributyl(vinyl)stannane (470 mg, 1.48 mmol) and the mixture was degassed with argon for 15 min Pd(PPh3)4 (72 mg, 0.06 mmol) was added and the reaction mixture was refluxed for 2 h. The reaction mixture was brought to ambient temperature, water was added and the mixture extracted with EtOAc. The organic layer was washed with 2N HCl and brine... Reactants: CSc1ncc2c(=O)n(-c3cc(NC(=O)c4cccc(C(F)(F)F)c4)ccc3C)c(=O)n(C)c2n1, ClC(Cl)Cl, O=C(OO)c1cccc(Cl)c1, CN(C)C=O. Product: Cc1ccc(NC(=O)c2cccc(C(F)(F)F)c2)cc1-n1c(=O)c2cnc(S(C)=O)nc2n(C)c1=O. As a reaction SMILES: [CH3:1][c:2]1[c:3](-[n:21]2[c:22](=[O:35])[n:23]([CH3:34])[c:24]3[n:25][c:26]([S:32][CH3:33])[n:27][cH:28][c:29]3[c:30]2=[O:31])[cH:4][c:5]([NH:8][C:9]([c:10]2[cH:11][c:12]([C:16]([F:17])([F:18])[F:19])[cH:13][cH:14][cH:15]2)=[O:20])[cH:6][cH:7]1.[CH:52]([Cl:53])([Cl:54])[Cl:55].[Cl:41][c:42]1[cH:43][c:44]([C:48]([O:49][OH:50])=[O:51])[cH:45][cH:46][cH:47]1.[O:36]=[CH:37][N:38]([CH3:39])[CH3:40]>>[CH3:1][c:2]1[c:3](-[n:21]2[c:22](=[O:35])[n:23]([CH3:34])[c:24]3[n:25][c:26]([S:32]([CH3:33])=[O:36])[n:27][cH:28][c:29]3[c:30]2=[O:31])[cH:4][c:5]([NH:8][C:9]([c:10]2[cH:11][c:12]([C:16]([F:17])([F:18])[F:19])[cH:13][cH:14][cH:15]2)=[O:20])[cH:6][cH:7]1. Starting materials: C=CC1=CC=CC=C1 (styrene), CCCCC (n-pentane), [O-]S(=O)(=O)OOS(=O)(=O)[O-].[K+].[K+] (potassium peroxodisulfate), P(=O)([O-])([O-])[O-].[Ca+2].[Ca+2].[Ca+2].P(=O)([O-])([O-])[O-] (tricalcium phosphate), CCC(C)C (isopentane). The solvent is O (water), O (water). Reaction conditions: time 4 hour. Product: C(C)(C)(C)OOC(C1=CC=CC=C1)=O (t-butylperbenzoate). As a reaction SMILES: C=[CH:2][C:3]1[CH:8]=[CH:7][CH:6]=[CH:5][CH:4]=1.[O-]S([O:13][O:14]S([O-])(=O)=O)(=O)=O.[K+].[K+].P([O-])([O-])([O-])=O.[Ca+2].[Ca+2].[Ca+2].P([O-])([O-])([O-])=[O:30].CCCCC.C[CH2:40][CH:41]([CH3:43])[CH3:42]>O>[C:41]([O:13][O:14][C:2](=[O:30])[C:3]1[CH:4]=[CH:5][CH:6]=[CH:7][CH:8]=1)([CH3:43])([CH3:42])[CH3:40] |f:1.2.3,4.5.6.7.8|. Procedure details: After having closed the vessel, the mixture was polymerized with agitation for 6.5 hours at 363 K and for 3 hours at 393 K. After a conversion of about 40 to 47% of styrene was achieved, 1.275 g of potassium peroxodisulfate in 100 ml of water and 298 g of tricalcium phosphate in 3 liters of water were added. After 4 hours at 363 K, 5.9 kg of an expanding agent mixture consisting of 75% by weight of n-pentane and 25% by weight of isopentane was forced into the vessel within 15 to 20 minutes. The product is ClC1=NC2=C(C=3CCNCC13)SC=C2 (5-Chloro-6,7,8,9-tetrahydrothieno[3,2-c]-2,7-naphthyridine). Conditions: temperature 82.5 celsius, time 24 hour. Procedure details: A mixture of 3a,6,7,8,9,9b-hexahydrothieno[3,2-c]-2,7-naphthyridin-5(4H)-one (2.69 g, 13.04 mmol) in phosphorus oxychloride (70 ml) was heated at 80-85° C. with stirring for 24 hours and allowed to cool to room temperature. The excess solvent was removed in vacuo and the residue was carefully quenched with ice water. The aqueous mixture was treated with solid NaOH until product precipitation ceased (pH ˜5) and the off-white, amorphous solid was collected, washed with water, and dried to give the... Starting materials: S1C=CC2NC(C=3CNCCC3C21)=O (3a,6,7,8,9,9b-hexahydrothieno[3,2-c]-2,7-naphthyridin-5(4H)-one), P(=O)(Cl)(Cl)Cl (phosphorus oxychloride). Isolated yield 86.0%. RXN SMILES: [S:1]1[CH:13]2[CH:4]([NH:5][C:6](=O)[C:7]3[CH2:8][NH:9][CH2:10][CH2:11][C:12]=32)[CH:3]=[CH:2]1.P(Cl)(Cl)([Cl:17])=O>>[Cl:17][C:6]1[C:7]2[CH2:8][NH:9][CH2:10][CH2:11][C:12]=2[C:13]2[S:1][CH:2]=[CH:3][C:4]=2[N:5]=1. The reactants are O=C([O-])[O-], CSc1nc(Cl)cc(Cl)n1, CCO, Cc1cccc(N)c1C, [Na+], [Na+]. Product: CSc1nc(Cl)cc(Nc2cccc(C)c2C)n1. Reaction SMILES: [C:20](=[O:21])([O-:22])[O-:23].[CH3:1][S:2][c:3]1[n:4][c:5]([Cl:10])[cH:6][c:7]([Cl:9])[n:8]1.[CH3:26][CH2:27][OH:28].[NH2:11][c:12]1[c:13]([CH3:19])[c:14]([CH3:18])[cH:15][cH:16][cH:17]1.[Na+:24].[Na+:25]>>[CH3:1][S:2][c:3]1[n:4][c:5]([Cl:10])[cH:6][c:7]([NH:11][c:12]2[c:13]([CH3:19])[c:14]([CH3:18])[cH:15][cH:16][cH:17]2)[n:8]1.